The task is: describe an organic reaction: reactants, conditions, products, and yield. This data is from the Open Reaction Database (ORD), a public repository of structured organic reaction records. Run in CCO (EtOH). Product: NC[C@H](CN1CC2=CC=CC=C2CC1)O ((R)-1-amino-3-(3,4-dihydroisoquinolin-2(1H)-yl)propan-2-ol). Procedure: To a solution of (S)-2-(oxiran-2-ylmethyl)-1,2,3,4-tetrahydroisoquinoline (2.2 g, 0.012 mol) in EtOH (30 mL), NH3 was bubbled to the solution under −78° C. The reaction mixture was then sealed and heated at 80° C. for 3 h. After LCMS indicated completion of the reaction, the mixture was concentrated and the crude product was used in next step without further purification (2.2 g, Yield 90%). LCMS (m/z): 207.1 (M+1). Isolated yield 90.0%. The reactants are O1[C@H](C1)CN1CC2=CC=CC=C2CC1 ((S)-2-(oxiran-2-ylmethyl)-1,2,3,4-tetrahydroisoquinoline), N (NH3). As a reaction SMILES: [O:1]1[CH2:3][C@@H:2]1[CH2:4][N:5]1[CH2:14][CH2:13][C:12]2[C:7](=[CH:8][CH:9]=[CH:10][CH:11]=2)[CH2:6]1.[NH3:15]>CCO>[NH2:15][CH2:3][C@@H:2]([OH:1])[CH2:4][N:5]1[CH2:14][CH2:13][C:12]2[C:7](=[CH:8][CH:9]=[CH:10][CH:11]=2)[CH2:6]1. Run at temperature 80 celsius. Reactants: CC(=O)Oc1cccc(C(=O)Cl)c1, CS(C)(=N)=O, [K], C1CCOC1. Product: CC(=O)Oc1cccc(C(=O)N=S(C)(C)=O)c1. RXN SMILES: [C:1]([CH3:2])(=[O:3])[O:4][c:5]1[cH:6][c:7]([C:8](=[O:9])[Cl:10])[cH:11][cH:12][cH:13]1.[CH3:15][S:16](=[O:17])(=[NH:18])[CH3:19].[K:14].[O:20]1[CH2:21][CH2:22][CH2:23][CH2:24]1>>[C:1]([CH3:2])(=[O:3])[O:4][c:5]1[cH:6][c:7]([C:8](=[O:9])[N:18]=[S:16]([CH3:15])(=[O:17])[CH3:19])[cH:11][cH:12][cH:13]1.